describe an organic reaction: reactants, conditions, products, and yield From a dataset of the Open Reaction Database (ORD), a public repository of structured organic reaction records. Starting materials: CCOC(C)=O, CCO, Cc1cc2c(c(Cl)n1)c(=O)cc(Nc1ccccc1)n2-c1ccccc1. Product: Cc1cc2c(cn1)c(=O)cc(Nc1ccccc1)n2-c1ccccc1. RXN SMILES: [CH3:27][CH2:28][O:29][C:30]([CH3:31])=[O:32].[CH3:33][CH2:34][OH:35].[NH:1]([c:2]1[cH:3][cH:4][cH:5][cH:6][cH:7]1)[c:8]1[n:9](-[c:21]2[cH:22][cH:23][cH:24][cH:25][cH:26]2)[c:10]2[cH:11][c:12]([CH3:20])[n:13][c:14]([Cl:19])[c:15]2[c:16](=[O:18])[cH:17]1>>[NH:1]([c:2]1[cH:3][cH:4][cH:5][cH:6][cH:7]1)[c:8]1[n:9](-[c:21]2[cH:22][cH:23][cH:24][cH:25][cH:26]2)[c:10]2[cH:11][c:12]([CH3:20])[n:13][cH:14][c:15]2[c:16](=[O:18])[cH:17]1. Starting materials: Cl, O=S(=O)([O-])C(F)(F)F, Cc1cc(C)[n+](F)c(C)c1, COC(=O)C(CCC(F)(F)C(F)(F)F)S(=O)(=O)CCC(F)(F)F, [H-], [Na+], C1CCOC1. Yields the product COC(=O)C(F)(CCC(F)(F)C(F)(F)F)S(=O)(=O)CCC(F)(F)F. As a reaction SMILES: [ClH:44].[F:26][C:27]([F:28])([F:29])[S:30]([O-:31])(=[O:32])=[O:33].[F:34][n+:35]1[c:36]([CH3:37])[cH:38][c:39]([CH3:40])[cH:41][c:42]1[CH3:43].[F:3][C:4]([CH2:5][CH2:6][CH:7]([C:8](=[O:9])[O:10][CH3:11])[S:12](=[O:13])(=[O:14])[CH2:15][CH2:16][C:17]([F:18])([F:19])[F:20])([C:21]([F:22])([F:23])[F:24])[F:25].[H-:1].[Na+:2].[O:45]1[CH2:46][CH2:47][CH2:48][CH2:49]1>>[F:3][C:4]([CH2:5][CH2:6][C:7]([C:8](=[O:9])[O:10][CH3:11])([S:12](=[O:13])(=[O:14])[CH2:15][CH2:16][C:17]([F:18])([F:19])[F:20])[F:26])([C:21]([F:22])([F:23])[F:24])[F:25]. Starting materials: C(C)(C)NC(=O)N1CCC(CC1)CN(C1CC2=CC(=CC=C2CC1)NC(C(F)(F)F)=O)CC (4-({ethyl-[7-(2,2,2-trifluoro-acetylamino)-1,2,3,4-tetrahydro-naphthalen-2-yl]-amino}-methyl)-piperidine-1-carboxylic acid isopropylamide), C([O-])([O-])=O.[K+].[K+] (potassium carbonate). Run in CO (methanol), O (water). Conditions: time 24 hour. Yields the product C(C)(C)NC(=O)N1CCC(CC1)CN(CC)C1CC2=CC(=CC=C2CC1)N (4-{[(7-amino-1,2,3,4-tetrahydro-naphthalen-2-yl)-ethyl-amino]-methyl}-piperidine-1-carboxylic acid isopropylamide). Yield: 95.8%. RXN SMILES: [CH:1]([NH:4][C:5]([N:7]1[CH2:12][CH2:11][CH:10]([CH2:13][N:14]([CH2:32][CH3:33])[CH:15]2[CH2:24][CH2:23][C:22]3[C:17](=[CH:18][C:19]([NH:25]C(=O)C(F)(F)F)=[CH:20][CH:21]=3)[CH2:16]2)[CH2:9][CH2:8]1)=[O:6])([CH3:3])[CH3:2].C(=O)([O-])[O-].[K+].[K+]>CO.O>[CH:1]([NH:4][C:5]([N:7]1[CH2:8][CH2:9][CH:10]([CH2:13][N:14]([CH:15]2[CH2:24][CH2:23][C:22]3[C:17](=[CH:18][C:19]([NH2:25])=[CH:20][CH:21]=3)[CH2:16]2)[CH2:32][CH3:33])[CH2:11][CH2:12]1)=[O:6])([CH3:2])[CH3:3] |f:1.2.3|. Procedure: To a solution of the 4-({ethyl-[7-(2,2,2-trifluoro-acetylamino)-1,2,3,4-tetrahydro-naphthalen-2-yl]-amino}-methyl)-piperidine-1-carboxylic acid isopropylamide (630 mg, 1.3 mmol) in methanol (20 mL) and water (10 mL) was added potassium carbonate (500 mg) and the reaction was allowed to stir at room temperature for 24 h. The reaction was concentrated in vacuo and partitioned between EtOAc and water. The organic layer was washed with brine, dried (MgSO4) and concentrated to afford 4-{[(7-amino-1,2...